The task is: describe an organic reaction: reactants, conditions, products, and yield. This data is from the Open Reaction Database (ORD), a public repository of structured organic reaction records. Reactants: C(CCCCCC)OC1=CC=C(CC2=NC3=C(N2)C=CC(=C3)C=O)C=C1 (2-(4-(heptyloxy)benzyl)-1H-benzo[d]imidazole-5-carbaldehyde), Cl.NCC(=O)OC(C)(C)C (tert-butyl 2-aminoacetate hydrochloride), [Na] (sodium). Run in C(Cl)Cl (DCM). Run at time 1 hour. Product: C(CCCCCC)OC1=CC=C(CC2=NC3=C(N2)C=CC(=C3)CNCC(=O)OC(C)(C)C)C=C1 (tert-butyl 2-(((2-(4-(heptyloxy)benzyl)-1H-benzo[d]imidazol-5-yl)methyl)amino)acetate). Yield: 30.0%. Reaction SMILES: [CH2:1]([O:8][C:9]1[CH:26]=[CH:25][C:12]([CH2:13][C:14]2[NH:18][C:17]3[CH:19]=[CH:20][C:21]([CH:23]=O)=[CH:22][C:16]=3[N:15]=2)=[CH:11][CH:10]=1)[CH2:2][CH2:3][CH2:4][CH2:5][CH2:6][CH3:7].Cl.[NH2:28][CH2:29][C:30]([O:32][C:33]([CH3:36])([CH3:35])[CH3:34])=[O:31].[Na]>C(Cl)Cl>[CH2:1]([O:8][C:9]1[CH:26]=[CH:25][C:12]([CH2:13][C:14]2[NH:18][C:17]3[CH:19]=[CH:20][C:21]([CH2:23][NH:28][CH2:29][C:30]([O:32][C:33]([CH3:36])([CH3:35])[CH3:34])=[O:31])=[CH:22][C:16]=3[N:15]=2)=[CH:11][CH:10]=1)[CH2:2][CH2:3][CH2:4][CH2:5][CH2:6][CH3:7] |f:1.2,^1:36|. Procedure: To a stirred solution of 2-(4-(heptyloxy)benzyl)-1H-benzo[d]imidazole-5-carbaldehyde INT-47 (571 mg, 1.63 mmol) in DCM (6 mL) was added tert-butyl 2-aminoacetate hydrochloride (328 mg, 1.96 mmol). After 1 h, sodium triacetoxyhydroborate (691 mg, 3.26 mmol) was added. After stirring at room temperature for 18 h, the reaction mixture was quenched with NaHCO3 (10 mL), stirred for 10 min and split through a hydrophobic frit and evaporated. The crude product was purified by column chromatography (MeO...